From a dataset of the Open Reaction Database (ORD), a public repository of structured organic reaction records. describe an organic reaction: reactants, conditions, products, and yield The reactants are C=CCCCCCCCCCCCCCCCC (1-octadecene), C1(\C=C/C(=O)O1)=O (maleic anhydride). Conditions: temperature 200 celsius. Product: C(=CCCCCCCCCCCCCCCCC)C1C(=O)OC(C1)=O (Octadecenylsuccinic Anhydride). Yield: 53.5%. Reaction SMILES: [CH2:1]=[CH:2][CH2:3][CH2:4][CH2:5][CH2:6][CH2:7][CH2:8][CH2:9][CH2:10][CH2:11][CH2:12][CH2:13][CH2:14][CH2:15][CH2:16][CH2:17][CH3:18].[C:19]1(=[O:25])[O:24][C:22](=[O:23])[CH:21]=[CH:20]1>>[CH:1]([CH:20]1[CH2:21][C:22](=[O:23])[O:24][C:19]1=[O:25])=[CH:2][CH2:3][CH2:4][CH2:5][CH2:6][CH2:7][CH2:8][CH2:9][CH2:10][CH2:11][CH2:12][CH2:13][CH2:14][CH2:15][CH2:16][CH2:17][CH3:18]. Procedure details: One thousand and eight grams (4.0 moles) of 1-octadecene and 490 grams (5.0 moles) of maleic anhydride were placed in a 2 liter stirred autoclave equipped with a thermocouple. The reaction was carried out by heating the mixture at 200° C. for 4 hours, and the cooled product was transferred to a 2 liter round bottom flask equipped with a magnetic stir bar, a thermometer, and a distilling head mounted on a Vigreux Column. Unreacted starting materials were removed at 200° C. and 10 torr, leaving th... The reactants are [Cl-].[Cl-].[Ca+2] (CaCl2), O (H2O), [N+](=O)([O-])C1=C(N)C(=C(C(=C1F)F)F)F (2-nitro-3,4,5,6-tetrafluoroaniline), C1=CC=CC=C1 (benzene). Reagents/catalysts: [Zn] (Zn). Solvent: CCO (EtOH), CCO (EtOH), CCOC(=O)C (EtOAc). Yields the product FC=1C(=C(C(=C(C1F)F)F)N)N (3,4,5,6-Tetrafluoro-1,2-diaminobenzene), purple brown solid. Isolated yield 92.5%. Reaction SMILES: [Cl-].[Cl-].[Ca+2].O.[N+:5]([C:8]1[C:14]([F:15])=[C:13]([F:16])[C:12]([F:17])=[C:11]([F:18])[C:9]=1[NH2:10])([O-])=O.C1C=CC=CC=1>CCO.[Zn].CCOC(C)=O>[F:15][C:14]1[C:8]([NH2:5])=[C:9]([NH2:10])[C:11]([F:18])=[C:12]([F:17])[C:13]=1[F:16] |f:0.1.2|. Procedure details: 3,4,5,6-Tetrafluoro-1,2-diaminobenzene was prepared using an adaptation of the method of Tsuji et al., J. Org. Chem. 55: 580 (1990). A suspension of Zn powder (1.95 g, 29.8 mmol), CaCl2 (195 mg) and H2O (2.3 mL) in 7 mL EtOH was heated to reflux with stirring under N2. To this was added slowly dropwise a solution of 2-nitro-3,4,5,6-tetrafluoroaniline (2 g, 12.8 mmol) in 5mL EtOH. The reaction mixture was refluxed 5 h. TLC analysis (silica gel, 2:1 benzene:EtOAc) indicated complete disappearance ... Starting materials: C(C)(C)C1=CC=C(C=C1)C1C2=C(OC13CCN(CC3)C)C(=C(C(=C2C)N)C)C (3-(4-isopropylphenyl)-1′,4,6,7-tetramethylspiro[benzofuran-2(3H),4′-piperidine]-5-amine), FC1=CC=C(C(=O)Cl)C=C1 (4-fluorobenzoyl chloride), CO.C(C)(C)OC(C)C (Methanol isopropyl ether). Product: FC1=CC=C(C(=O)NC=2C(=C(C3=C(C(C4(CCN(CC4)C)O3)C3=CC=C(C=C3)C(C)C)C2C)C)C)C=C1 (4-Fluoro-N-[3-(4-isopropylphenyl)-1′,4,6,7-tetramethylspiro[benzofuran-2(3H),4′-piperidine]-5-yl]benzamide). Yield: 38.0%. Reaction SMILES: [CH:1]([C:4]1[CH:9]=[CH:8][C:7]([CH:10]2[C:14]3([CH2:19][CH2:18][N:17]([CH3:20])[CH2:16][CH2:15]3)[O:13][C:12]3[C:21]([CH3:28])=[C:22]([CH3:27])[C:23]([NH2:26])=[C:24]([CH3:25])[C:11]2=3)=[CH:6][CH:5]=1)([CH3:3])[CH3:2].[F:29][C:30]1[CH:38]=[CH:37][C:33]([C:34](Cl)=[O:35])=[CH:32][CH:31]=1.CO.C(OC(C)C)(C)C>>[F:29][C:30]1[CH:38]=[CH:37][C:33]([C:34]([NH:26][C:23]2[C:22]([CH3:27])=[C:21]([CH3:28])[C:12]3[O:13][C:14]4([CH2:19][CH2:18][N:17]([CH3:20])[CH2:16][CH2:15]4)[CH:10]([C:7]4[CH:6]=[CH:5][C:4]([CH:1]([CH3:3])[CH3:2])=[CH:9][CH:8]=4)[C:11]=3[C:24]=2[CH3:25])=[O:35])=[CH:32][CH:31]=1 |f:2.3|. Procedure details: By using 3-(4-isopropylphenyl)-1′,4,6,7-tetramethylspiro[benzofuran-2(3H),4′-piperidine]-5-amine and 4-fluorobenzoyl chloride, the title compound was synthesized according to Example 1b. Yield: 38%. Melting point: 271-272° C. (Methanol-isopropyl ether). The reactants are CC(C)(C)OC(=O)N1CCN(c2ccc([N+](=O)[O-])c(NC(=O)COc3ccccc3)c2)CC1, FC(F)(F)Oc1ccc(CBr)cc1, CN(C)C=O. The product is CC(C)(C)OC(=O)N1CCN(c2ccc([N+](=O)[O-])c(N(Cc3ccc(OC(F)(F)F)cc3)C(=O)COc3ccccc3)c2)CC1. As a reaction SMILES: [C:1]([CH3:2])([CH3:3])([CH3:4])[O:5][C:6](=[O:7])[N:8]1[CH2:9][CH2:10][N:11]([c:14]2[cH:15][c:16]([NH:23][C:24]([CH2:25][O:26][c:27]3[cH:28][cH:29][cH:30][cH:31][cH:32]3)=[O:33])[c:17]([N+:20](=[O:21])[O-:22])[cH:18][cH:19]2)[CH2:12][CH2:13]1.[F:34][C:35]([O:36][c:37]1[cH:38][cH:39][c:40]([CH2:41][Br:42])[cH:43][cH:44]1)([F:45])[F:46].[O:47]=[CH:48][N:49]([CH3:50])[CH3:51]>>[C:1]([CH3:2])([CH3:3])([CH3:4])[O:5][C:6](=[O:7])[N:8]1[CH2:9][CH2:10][N:11]([c:14]2[cH:15][c:16]([N:23]([C:24]([CH2:25][O:26][c:27]3[cH:28][cH:29][cH:30][cH:31][cH:32]3)=[O:33])[CH2:41][c:40]3[cH:39][cH:38][c:37]([O:36][C:35]([F:34])([F:45])[F:46])[cH:44][cH:43]3)[c:17]([N+:20](=[O:21])[O-:22])[cH:18][cH:19]2)[CH2:12][CH2:13]1.